Task: describe an organic reaction: reactants, conditions, products, and yield. Dataset: the Open Reaction Database (ORD), a public repository of structured organic reaction records Yields the product CC12C=CCC1C1CC=C3CC(O)CCC3(C)C1CC2. Starting materials: CCO, [Na], O, CC12CCC3C(CC=C4CC(O)CCC43C)C1CC=C2I. RXN SMILES: [CH3:23][CH2:24][OH:25].[Na:1].[OH2:26].[OH:2][CH:3]1[CH2:4][C:5]2=[CH:6][CH2:7][CH:8]3[CH:9]4[CH2:10][CH:11]=[C:12]([I:22])[C:13]4([CH3:14])[CH2:15][CH2:16][CH:17]3[C:18]2([CH3:21])[CH2:19][CH2:20]1>>[OH:2][CH:3]1[CH2:4][C:5]2=[CH:6][CH2:7][CH:8]3[CH:9]4[CH2:10][CH:11]=[CH:12][C:13]4([CH3:14])[CH2:15][CH2:16][CH:17]3[C:18]2([CH3:21])[CH2:19][CH2:20]1. The reactants are C, COC(=O)c1cc2cccc(OCc3ccccc3)c2n1C, CO, C1CCOC1, [Pd]. The product is COC(=O)c1cc2cccc(O)c2n1C. Reaction SMILES: [C:28].[CH2:6]([c:7]1[cH:8][cH:9][cH:10][cH:11][cH:12]1)[O:13][c:14]1[cH:15][cH:16][cH:17][c:18]2[cH:19][c:20]([C:24](=[O:25])[O:26][CH3:27])[n:21]([CH3:23])[c:22]12.[CH3:30][OH:31].[O:1]1[CH2:2][CH2:3][CH2:4][CH2:5]1.[Pd:29]>>[OH:13][c:14]1[cH:15][cH:16][cH:17][c:18]2[cH:19][c:20]([C:24](=[O:25])[O:26][CH3:27])[n:21]([CH3:23])[c:22]12. Reactants: C(C)(=O)O[C@H]1[C@@H](O[C@@H]([C@H]([C@@H]1OC(C)=O)OC(C)=O)COC(C)=O)OC1=NNC(=C1CC1=C(C=C(C=C1)\C=C\C(=O)O)C)C(C)C (3-(2,3,4,6-tetra-O-acetyl-β-D-glucopyranosyloxy)-4-({4-[(1E)-2-carboxyvinyl]-2-methylphenyl}methyl)-5-isopropyl-1H-pyrazole), S(N)(=O)(=O)NCCN (N-sulfamoylethylenediamine), [Cl-].[NH4+] (ammonium chloride). The product is [C@@H]1([C@H](O)[C@@H](O)[C@H](O)[C@H](O1)CO)OC1=NNC(=C1CC1=C(C=C(C=C1)\C=C\C(NCCNS(N)(=O)=O)=O)C)C(C)C (3-(β-D-Glucopyranosyloxy)-5-isopropyl-4-[(4-{(1E)-2-[2-(sulfamoylamino)ethylcarbamoyl]vinyl}-2-methylphenyl)-methyl]-1H-pyrazole). Reaction SMILES: C([O:4][C@@H:5]1[C@@H:10]([O:11]C(=O)C)[C@H:9]([O:15]C(=O)C)[C@@H:8]([CH2:19][O:20]C(=O)C)[O:7][C@H:6]1[O:24][C:25]1[C:29]([CH2:30][C:31]2[CH:36]=[CH:35][C:34](/[CH:37]=[CH:38]/[C:39](O)=[O:40])=[CH:33][C:32]=2[CH3:42])=[C:28]([CH:43]([CH3:45])[CH3:44])[NH:27][N:26]=1)(=O)C.[S:46]([NH:50][CH2:51][CH2:52][NH2:53])(=[O:49])(=[O:48])[NH2:47].[Cl-].[NH4+]>>[C@@H:6]1([O:24][C:25]2[C:29]([CH2:30][C:31]3[CH:36]=[CH:35][C:34](/[CH:37]=[CH:38]/[C:39](=[O:40])[NH:53][CH2:52][CH2:51][NH:50][S:46](=[O:49])(=[O:48])[NH2:47])=[CH:33][C:32]=3[CH3:42])=[C:28]([CH:43]([CH3:45])[CH3:44])[NH:27][N:26]=2)[O:7][C@H:8]([CH2:19][OH:20])[C@@H:9]([OH:15])[C@H:10]([OH:11])[C@H:5]1[OH:4] |f:2.3|. Procedure details: The title compound was prepared in a similar manner to that described in Example 26 using 3-(2,3,4,6-tetra-O-acetyl-β-D-glucopyranosyloxy)-4-({4-[(1E)-2-carboxyvinyl]-2-methylphenyl}methyl)-5-isopropyl-1H-pyrazole and N-sulfamoylethylenediamine instead of 3-(2,3,4,6-tetra-O-acetyl-β-D-glucopyranosyloxy)-4-({4-[(1E)-3-carboxyprop-1-enyl]phenyl}methyl)-5-isopropyl-1H-pyrazole and ammonium chloride, respectively.